Dataset: the Open Reaction Database (ORD), a public repository of structured organic reaction records. Task: describe an organic reaction: reactants, conditions, products, and yield Starting materials: C(C)(C)N1C(NC(C1=O)(C1=CC=CC=C1)C)=O ((±)-3-Isopropyl-5-methyl-5-phenylimidazoline-2,4-dione), [H-].[Na+] (NaH), C(=O)(O)[O-].[Na+] (NaHCO3), BrCC(=O)OC (methyl bromoacetate). Run in C1CCOC1 (THF). Reaction conditions: time 5 minute. Yields the product C(C)(C)N1C(N(C(C1=O)(C1=CC=CC=C1)C)CC(=O)OC)=O (Methyl (3-isopropyl-5-methyl-2,4-dioxo-5-phenylimidazolin-1-yl)acetate). RXN SMILES: [CH:1]([N:4]1[C:8](=[O:9])[C:7]([CH3:16])([C:10]2[CH:15]=[CH:14][CH:13]=[CH:12][CH:11]=2)[NH:6][C:5]1=[O:17])([CH3:3])[CH3:2].[H-].[Na+].Br[CH2:21][C:22]([O:24][CH3:25])=[O:23].C([O-])(O)=O.[Na+]>C1COCC1>[CH:1]([N:4]1[C:8](=[O:9])[C:7]([CH3:16])([C:10]2[CH:11]=[CH:12][CH:13]=[CH:14][CH:15]=2)[N:6]([CH2:21][C:22]([O:24][CH3:25])=[O:23])[C:5]1=[O:17])([CH3:3])[CH3:2] |f:1.2,4.5|. Reported procedure: To a stirred solution of (t)-3-isopropyl-5-methyl-5-phenyl imidazoline-2,4-dione from Step A (1.0 g, 4.3 mmol) in THF (50 mL) at 0° C. was added NaH (220 mg of a 60% dispersion in oil, 5.6 mmol). After 5 min, methyl bromoacetate (0.69 g, 4.52 mmol) was added and the mixture was stirred for 1 h. The reaction mixture was warmed to ambient temperature and then poured into saturated aqueous NaHCO3 (200 mL) and extracted with EtOAc (2×250 mL). The combined organic extracts were washed with brine (100... Starting materials: O (water), [H-].[Na+] (sodium hydride), C(C)C=1NC=CN1 (2-ethylimidazole), ClCC1=NC2=CC(=C(C=C2C(=C1C(=O)OCC)C1=CC(=C(C=C1)OC)OC)OC)OC (ethyl 2-chloromethyl-6,7-dimethoxy-4-(3,4-dimethoxyphenyl)quinoline-3-carboxylate). The solvent is CN(C=O)C (N,N-dimethylformamide). Reaction conditions: time 15 minute. Product: C(C)C=1N(C=CN1)CC1=NC2=CC(=C(C=C2C(=C1C(=O)OCC)C1=CC(=C(C=C1)OC)OC)OC)OC (ethyl 2-(2-ethylimidazol-1-ylmethyl)-6,7-dimethoxy-4-(3,4-dimethoxyphenyl)quinoline-3-carboxylate). Isolated yield 73.5%. Reaction SMILES: [H-].[Na+].[CH2:3]([C:5]1[NH:6][CH:7]=[CH:8][N:9]=1)[CH3:4].Cl[CH2:11][C:12]1[C:21]([C:22]([O:24][CH2:25][CH3:26])=[O:23])=[C:20]([C:27]2[CH:32]=[CH:31][C:30]([O:33][CH3:34])=[C:29]([O:35][CH3:36])[CH:28]=2)[C:19]2[C:14](=[CH:15][C:16]([O:39][CH3:40])=[C:17]([O:37][CH3:38])[CH:18]=2)[N:13]=1.O>CN(C)C=O>[CH2:3]([C:5]1[N:6]([CH2:11][C:12]2[C:21]([C:22]([O:24][CH2:25][CH3:26])=[O:23])=[C:20]([C:27]3[CH:32]=[CH:31][C:30]([O:33][CH3:34])=[C:29]([O:35][CH3:36])[CH:28]=3)[C:19]3[C:14](=[CH:15][C:16]([O:39][CH3:40])=[C:17]([O:37][CH3:38])[CH:18]=3)[N:13]=2)[CH:7]=[CH:8][N:9]=1)[CH3:4] |f:0.1|. Procedure details: Oily sodium hydride (60%, 0.323 g) was added to a solution of 2-ethylimidazole (0.776 g) in N,N-dimethylformamide (30 ml), and the mixture was stirred at room temperature for 15 minutes. Then ethyl 2-chloromethyl-6,7-dimethoxy-4-(3,4-dimethoxyphenyl)quinoline-3-carboxylate(3.0 g) was added. The mixture was stirred at 80° C. for 1 hour and poured into water, and the resulting crystals were collected by filtration and recrystallized from ethanol to give ethyl 2-(2-ethylimidazol-1-ylmethyl)-6,7-dim...